From a dataset of the Open Reaction Database (ORD), a public repository of structured organic reaction records. describe an organic reaction: reactants, conditions, products, and yield Reactants: ClC=1OC=2C(N1)=C(C=CC2)C(=O)OC (methyl 2-chlorobenzoxazole-4-carboxylate), O.[OH-].[Li+] (lithium hydroxide monohydrate). The solvent is C1CCOC1 (THF), O (H2O). Conditions: time 18 hour. The product is O=C1OC=2C(N1)=C(C=CC2)C(=O)[O-].[Li+] (lithium 2-oxo-2,3-dihydrobenzoxazole-4-carboxylate). Isolated yield 149.5%. Reaction SMILES: Cl[C:2]1[O:3][C:4]2[C:5](=[C:7]([C:11]([O:13]C)=[O:12])[CH:8]=[CH:9][CH:10]=2)[N:6]=1.[OH2:15].[OH-].[Li+:17]>C1COCC1.O>[O:15]=[C:2]1[NH:6][C:5]2=[C:7]([C:11]([O-:13])=[O:12])[CH:8]=[CH:9][CH:10]=[C:4]2[O:3]1.[Li+:17] |f:1.2.3,6.7|. Procedure details: To a solution of methyl 2-chlorobenzoxazole-4-carboxylate (100 mg, 0.47 mmol) in THF (6 mL) was added a solution of lithium hydroxide monohydrate (29.7 mg, 0.71 mmol) in H2O (3 mL). The reaction mixture was stirred at room temperature for 18 h and then concentrated to dryness to afford lithium 2-oxo-2,3-dihydrobenzoxazole-4-carboxylate (130 mg, 100%) as a yellow solid that was directly used in the next step without purification. MS consistent Starting materials: CC(=O)Nc1ccc(OC(C)=O)cc1O, O=C([O-])[O-], CCOCC, CN1CCCC1=O, CO, [Cs+], [Cs+], O=[N+]([O-])c1cccc(S(=O)(=O)OCC2CO2)c1. Yields the product CC(=O)Nc1ccc(OC(C)=O)cc1OCC1CO1. Reaction SMILES: [C:1]([CH3:2])(=[O:3])[O:4][c:5]1[cH:6][c:7]([OH:15])[c:8]([NH:11][C:12]([CH3:13])=[O:14])[cH:9][cH:10]1.[C:33](=[O:34])([O-:35])[O-:36].[CH2:46]([O:47][CH2:48][CH3:49])[CH3:50].[CH3:39][N:40]1[CH2:41][CH2:42][CH2:43][C:44]1=[O:45].[CH3:51][OH:52].[Cs+:37].[Cs+:38].[N+:16]([c:17]1[cH:18][c:19]([S:20]([O:21][CH2:29][CH:30]2[O:31][CH2:32]2)(=[O:22])=[O:23])[cH:24][cH:25][cH:26]1)([O-:27])=[O:28]>>[C:1]([CH3:2])(=[O:3])[O:4][c:5]1[cH:6][c:7]([O:15][CH2:29][CH:30]2[O:31][CH2:32]2)[c:8]([NH:11][C:12]([CH3:13])=[O:14])[cH:9][cH:10]1. Reactants: BrCCCOc1cccc(-c2noc3ccsc23)c1, O=C([O-])[O-], c1ccc2c(c1)CCNC2, CC#N, ClCCl, [K+], [K+]. Product: c1cc(OCCCN2CCc3ccccc3C2)cc(-c2noc3ccsc23)c1. RXN SMILES: [Br:1][CH2:2][CH2:3][CH2:4][O:5][c:6]1[cH:7][c:8](-[c:12]2[n:13][o:14][c:15]3[c:16]2[s:17][cH:18][cH:19]3)[cH:9][cH:10][cH:11]1.[C:20](=[O:21])([O-:22])[O-:23].[CH2:26]1[NH:27][CH2:28][CH2:29][c:30]2[cH:31][cH:32][cH:33][cH:34][c:35]21.[CH3:36][C:37]#[N:38].[Cl:39][CH2:40][Cl:41].[K+:24].[K+:25]>>[CH2:2]([CH2:3][CH2:4][O:5][c:6]1[cH:7][c:8](-[c:12]2[n:13][o:14][c:15]3[c:16]2[s:17][cH:18][cH:19]3)[cH:9][cH:10][cH:11]1)[N:27]1[CH2:26][c:35]2[c:30]([cH:31][cH:32][cH:33][cH:34]2)[CH2:29][CH2:28]1.